Dataset: the Open Reaction Database (ORD), a public repository of structured organic reaction records. Task: describe an organic reaction: reactants, conditions, products, and yield Reactants: [BH-](OC(=O)C)(OC(=O)C)OC(=O)C.[Na+] (NaBH(OAc)3), CN(CCN1CCN(CC1)C(=O)OC(C)(C)C)CC1=NC(=CC=C1)C(NC1=C(C=C(C=C1)N1CCCCC1)C1=NC=CC(=C1)C(NCC1=CC(=CC=C1)C(F)(F)F)=O)=O (tert-butyl 4-(2-(methyl((6-((4-(piperidin-1-yl)-2-(4-((3-(trifluoromethyl)benzyl)carbamoyl)pyridin-2-yl)phenyl)carbamoyl)pyridin-2-yl)-methyl)amino)ethyl)piperazine-1-carboxylate), CN(CCN1CCNCC1)CC1=CC=CC(=N1)C(=O)NC1=C(C=C(C=C1)N1CCCCC1)C1=NC=CC(=C1)C(NCC1=CC(=CC=C1)C(F)(F)F)=O (6-((methyl(2-(piperazin-1-yl)ethyl)amino)methyl)-N-(4-(piperidin-1-yl)-2-(4-(3-(trifluoromethyl)benzylcarbamoyl)pyridin-2-yl)phenyl)picolinamide), ClCCl.C(=O)(C(F)(F)F)O (dichloromethane TFA), amine, C=O (formaldehyde). The solvent is O1CCCC1 (tetrahydrofuran). Reaction conditions: temperature 40 celsius, time 8 hour. Product: CN(CCN1CCN(CC1)C)CC1=CC=CC(=N1)C(=O)NC1=C(C=C(C=C1)N1CCCCC1)C1=NC=CC(=C1)C(NCC1=CC(=CC=C1)C(F)(F)F)=O (6-((Methyl(2-(4-methylpiperazin-1-yl)ethyl)amino)methyl)-N-(4-(piperidin-1-yl)-2-(4-((3-(trifluoromethyl)benzyl)carbamoyl)pyridin-2-yl)phenyl)picolinamide). Reaction SMILES: [CH3:1][N:2]([CH2:18][C:19]1[CH:24]=[CH:23][CH:22]=[C:21]([C:25](=[O:59])[NH:26][C:27]2[CH:32]=[CH:31][C:30]([N:33]3[CH2:38][CH2:37][CH2:36][CH2:35][CH2:34]3)=[CH:29][C:28]=2[C:39]2[CH:44]=[C:43]([C:45](=[O:58])[NH:46][CH2:47][C:48]3[CH:53]=[CH:52][CH:51]=[C:50]([C:54]([F:57])([F:56])[F:55])[CH:49]=3)[CH:42]=[CH:41][N:40]=2)[N:20]=1)[CH2:3][CH2:4][N:5]1[CH2:10][CH2:9][N:8]([C:11](OC(C)(C)C)=O)[CH2:7][CH2:6]1.ClCCl.C(O)(C(F)(F)F)=O.CN(CC1N=C(C(NC2C=CC(N3CCCCC3)=CC=2C2C=C(C(=O)NCC3C=CC=C(C(F)(F)F)C=3)C=CN=2)=O)C=CC=1)CCN1CCNCC1.[BH-](OC(C)=O)(OC(C)=O)OC(C)=O.[Na+].C=O>O1CCCC1>[CH3:1][N:2]([CH2:18][C:19]1[N:20]=[C:21]([C:25]([NH:26][C:27]2[CH:32]=[CH:31][C:30]([N:33]3[CH2:34][CH2:35][CH2:36][CH2:37][CH2:38]3)=[CH:29][C:28]=2[C:39]2[CH:44]=[C:43]([C:45](=[O:58])[NH:46][CH2:47][C:48]3[CH:53]=[CH:52][CH:51]=[C:50]([C:54]([F:55])([F:57])[F:56])[CH:49]=3)[CH:42]=[CH:41][N:40]=2)=[O:59])[CH:22]=[CH:23][CH:24]=1)[CH2:3][CH2:4][N:5]1[CH2:10][CH2:9][N:8]([CH3:11])[CH2:7][CH2:6]1 |f:1.2,4.5|. Reported procedure: The tert-butoxycarbonyl group of tert-butyl 4-(2-(methyl((6-((4-(piperidin-1-yl)-2-(4-((3-(trifluoromethyl)benzyl)carbamoyl)pyridin-2-yl)phenyl)carbamoyl)pyridin-2-yl)methyl)amino)ethyl)piperazine-1-carboxylate 52 was cleaved by stirring for 1 hour in 1:1 dichloromethane/TFA and the resultant amine converted to the free base by partitioning between ethyl acetate and aqueous sodium bicarbonate solution. Into a 8-mL sealed tube, was placed a solution of 6-((methyl(2-(piperazin-1-yl)ethyl)amino)met...